Dataset: the Open Reaction Database (ORD), a public repository of structured organic reaction records. Task: describe an organic reaction: reactants, conditions, products, and yield Starting materials: CC1([C@@H]2[C@H]1CC1=C(SC(=C21)C)C(=O)O)C ((1aS,5aR)-1,1,2-trimethyl-1,1a,5,5a-tetrahydro-3-thia-cyclopropa[a]pentalene-4-carboxylic acid), CN(C)C(=[N+](C)C)ON1C2=C(C=CC=C2)N=N1.[B-](F)(F)(F)F (TBTU), C(C)N(C(C)C)C(C)C (ethyl-diisopropylamine), Cl.NCC1=CC=C(C=C1)O (4-aminomethyl-phenol hydrochloride), C(C)N(C(C)C)C(C)C (ethyl-diisopropylamine). Run in CN(C)C=O (DMF), C(=O)O (formic acid), CN(C)C=O (DMF). Reaction conditions: time 20 minute. Product: OC1=CC=C(CNC(=O)C2=C3C[C@@H]4[C@H](C3=C(S2)C)C4(C)C)C=C1 ((1aS,5aR)-1,1,2-trimethyl-1,1a,5,5a-tetrahydro-3-thia-cyclopropa[a]pentalene-4-carboxylic acid 4-hydroxy-benzylamide). The yield is 27.5%. RXN SMILES: [CH3:1][C:2]1([CH3:15])[C@@H:4]2[CH2:5][C:6]3[C:10]([C@H:3]12)=[C:9]([CH3:11])[S:8][C:7]=3[C:12]([OH:14])=O.CN(C(ON1N=NC2C=CC=CC1=2)=[N+](C)C)C.[B-](F)(F)(F)F.C(N(C(C)C)C(C)C)C.Cl.[NH2:48][CH2:49][C:50]1[CH:55]=[CH:54][C:53]([OH:56])=[CH:52][CH:51]=1>CN(C=O)C.C(O)=O>[OH:56][C:53]1[CH:54]=[CH:55][C:50]([CH2:49][NH:48][C:12]([C:7]2[S:8][C:9]([CH3:11])=[C:10]3[C:6]=2[CH2:5][C@H:4]2[C:2]([CH3:1])([CH3:15])[C@H:3]23)=[O:14])=[CH:51][CH:52]=1 |f:1.2,4.5|. Reported procedure: A solution of (1aS,5aR)-1,1,2-trimethyl-1,1a,5,5a-tetrahydro-3-thia-cyclopropa[a]pentalene-4-carboxylic acid (111 mg, 0.50 mmol), TBTU (177 mg, 0.55 mmol) and ethyl-diisopropylamine (282 μL, 1.65 mmol) in DMF (15 mL) is allowed to stand at rt for 20 min. A solution of 4-aminomethyl-phenol hydrochloride (88 mg, 0.55 mmol) and ethyl-diisopropylamine (94 μL, 0.55 mmol) in DMF (1.5 mL) is added and the mixture is allowed to stand at rt for 3 h. After the addition of formic acid (0.2 mL), the mixture... Reactants: BrC1=CC=C(C=C1)N1N=C2CCN(CCC2=C1)CC1=CC=CC=C1 (2-(4-bromophenyl)-6-(phenylmethyl)-2,4,5,6,7,8-hexahydropyrazolo[3,4-d]azepine). The reagents and catalysts are [Pd] (palladium). Solvent: C(C)O (ethanol). Product: C1(=CC=CC=C1)N1N=C2CCNCCC2=C1 (2-Phenyl-2,4,5,6,7,8-hexahydropyrazolo[3,4-d]azepine). RXN SMILES: Br[C:2]1[CH:7]=[CH:6][C:5]([N:8]2[CH:17]=[C:16]3[C:10]([CH2:11][CH2:12][N:13](CC4C=CC=CC=4)[CH2:14][CH2:15]3)=[N:9]2)=[CH:4][CH:3]=1>C(O)C.[Pd]>[C:5]1([N:8]2[CH:17]=[C:16]3[C:10]([CH2:11][CH2:12][NH:13][CH2:14][CH2:15]3)=[N:9]2)[CH:4]=[CH:3][CH:2]=[CH:7][CH:6]=1. Reported procedure: A solution of 2-(4-bromophenyl)-6-(phenylmethyl)-2,4,5,6,7,8-hexahydropyrazolo[3,4-d]azepine (may be prepared as described in Description 14) (49 mg, 0.13 mmol) in ethanol (5 ml) with palladium (10% Pd/C Paste) as a catalyst (10 mg) was stirred under an atmosphere of hydrogen overnight. The next day, the resulting mixture was filtered through celite and to afford the title compound which may be used without further purification (D46). MS (ES+) m/e 214 [M+H]+ The reactants are C[Si](C)(C)[N-][Si](C)(C)C.[K+] (potassium bis(trimethylsilyl)amide), C(=O)([O-])[O-].[K+].[K+] (K2CO3), FC(C=1C=C(C=CC1)NC1=NN=C(O1)C1=CC=C(C=C1)O)(F)F (4-(5-{[3-(trifluoromethyl)-phenyl]amino}-1,3,4-oxadiazol-2-yl)phenol), ClC1=CC(=NC(=N1)N)N (6-chloro-2,4-diamino-pyrimidine). Solvent: CN(C)C=O (DMF), CO (MeOH). Reaction conditions: temperature 80 celsius. Product: FC(C=1C=C(C=CC1)NC1=NN=C(O1)C1=CC=C(OC2=CC(=NC(=N2)N)N)C=C1)(F)F (6-[4-(5-{[3-(trifluoromethyl)phenyl]amino}-1,3,4-oxadiazol-2-yl)phenoxy}pyrimidine-2,4-diamine). Yield: 37.7%. RXN SMILES: [F:1][C:2]([F:23])([F:22])[C:3]1[CH:4]=[C:5]([NH:9][C:10]2[O:14][C:13]([C:15]3[CH:20]=[CH:19][C:18]([OH:21])=[CH:17][CH:16]=3)=[N:12][N:11]=2)[CH:6]=[CH:7][CH:8]=1.C[Si]([N-][Si](C)(C)C)(C)C.[K+].Cl[C:35]1[N:40]=[C:39]([NH2:41])[N:38]=[C:37]([NH2:42])[CH:36]=1.C([O-])([O-])=O.[K+].[K+]>CN(C=O)C.CO>[F:23][C:2]([F:22])([F:1])[C:3]1[CH:4]=[C:5]([NH:9][C:10]2[O:14][C:13]([C:15]3[CH:20]=[CH:19][C:18]([O:21][C:35]4[N:40]=[C:39]([NH2:41])[N:38]=[C:37]([NH2:42])[CH:36]=4)=[CH:17][CH:16]=3)=[N:12][N:11]=2)[CH:6]=[CH:7][CH:8]=1 |f:1.2,4.5.6|. Procedure details: 4-(5-{[3-(trifluoromethyl)-phenyl]amino}-1,3,4-oxadiazol-2-yl)phenol (160.6 mg, 0.5 mmol) was dissolved in 3 mL of anhydrous DMF in a 2-5 mL microwave vial (Personal Chemistry). Solid potassium bis(trimethylsilyl)amide (119.7 mg, 0.6 mmol) was added and the reaction mixture was stirred with heating at 80° C. for 10 min, then 6-chloro-2,4-diamino-pyrimidine (86.7 mg, 0.6 mmol) was added, followed by anhydrous K2CO3 (69.1 mg, 0.5 mmol). Then the vial was capped and microwaved at 200° C. for 20 min... Starting materials: C#CC(C)(C)O, CCOC(C)=O, CCN(C(C)C)C(C)C, [Cl-], [Cu]I, CC1(C)CC(=C(c2ccc(O)cc2)c2ccc(I)cc2)CC(C)(C)C1, [NH4+], CN(C)C=O, O, Cl[Pd]Cl, c1ccc(P(c2ccccc2)c2ccccc2)cc1, c1ccc(P(c2ccccc2)c2ccccc2)cc1. The product is CC(C)(O)C#Cc1ccc(C(=C2CC(C)(C)CC(C)(C)C2)c2ccc(O)cc2)cc1. RXN SMILES: [CH3:35][C:36]([CH3:37])([C:38]#[CH:39])[OH:40].[CH3:91][CH2:92][O:93][C:94]([CH3:95])=[O:96].[CH:26]([N:27]([CH2:28][CH3:29])[CH:30]([CH3:31])[CH3:32])([CH3:33])[CH3:34].[Cl-:41].[Cu:89][I:90].[I:1][c:2]1[cH:3][cH:4][c:5]([C:8]([c:9]2[cH:10][cH:11][c:12]([OH:15])[cH:13][cH:14]2)=[C:16]2[CH2:17][C:18]([CH3:24])([CH3:25])[CH2:19][C:20]([CH3:22])([CH3:23])[CH2:21]2)[cH:6][cH:7]1.[NH4+:42].[O:43]=[CH:44][N:45]([CH3:46])[CH3:47].[OH2:97].[Pd:48]([Cl:49])[Cl:50].[c:51]1([P:52]([c:53]2[cH:54][cH:55][cH:56][cH:57][cH:58]2)[c:59]2[cH:60][cH:61][cH:62][cH:63][cH:64]2)[cH:65][cH:66][cH:67][cH:68][cH:69]1.[c:70]1([P:71]([c:72]2[cH:73][cH:74][cH:75][cH:76][cH:77]2)[c:78]2[cH:79][cH:80][cH:81][cH:82][cH:83]2)[cH:84][cH:85][cH:86][cH:87][cH:88]1>>[c:2]1([C:39]#[C:38][C:36]([CH3:35])([CH3:37])[OH:40])[cH:3][cH:4][c:5]([C:8]([c:9]2[cH:10][cH:11][c:12]([OH:15])[cH:13][cH:14]2)=[C:16]2[CH2:17][C:18]([CH3:24])([CH3:25])[CH2:19][C:20]([CH3:22])([CH3:23])[CH2:21]2)[cH:6][cH:7]1. Reactants: C1CN2CCN1CC2, C=CC#N, CCOCC, COc1ccc(-c2cnc(Cl)c(C=O)c2)cc1. Yields the product C=C(C#N)C(O)c1cc(-c2ccc(OC)cc2)cnc1Cl. As a reaction SMILES: [CH2:18]1[N:19]2[CH2:20][CH2:21][N:22]([CH2:23][CH2:24]2)[CH2:25]1.[CH2:26]=[CH:27][C:28]#[N:29].[CH3:30][CH2:31][O:32][CH2:33][CH3:34].[Cl:1][c:2]1[c:3]([CH:4]=[O:5])[cH:6][c:7](-[c:10]2[cH:11][cH:12][c:13]([O:16][CH3:17])[cH:14][cH:15]2)[cH:8][n:9]1>>[Cl:1][c:2]1[c:3]([CH:4]([OH:5])[C:27](=[CH2:26])[C:28]#[N:29])[cH:6][c:7](-[c:10]2[cH:11][cH:12][c:13]([O:16][CH3:17])[cH:14][cH:15]2)[cH:8][n:9]1. The reactants are BrC1=CC(=C(C(=C1)C)O)C (4-bromo-2,6-dimethylphenol), BrCC(=O)O (bromoacetic acid), [H-].[Na+] (sodium hydride). Solvent: C1CCOC1 (THF), C1CCOC1 (THF), C1CCOC1 (THF). Conditions: time 5 minute. Yields the product BrC1=CC(=C(OCC(=O)O)C(=C1)C)C (2-(4-bromo-2,6-dimethylphenoxy)acetic acid). Yield: 85.4%. Reaction SMILES: [H-].[Na+].[Br:3][C:4]1[CH:9]=[C:8]([CH3:10])[C:7]([OH:11])=[C:6]([CH3:12])[CH:5]=1.Br[CH2:14][C:15]([OH:17])=[O:16]>C1COCC1>[Br:3][C:4]1[CH:9]=[C:8]([CH3:10])[C:7]([O:11][CH2:14][C:15]([OH:17])=[O:16])=[C:6]([CH3:12])[CH:5]=1 |f:0.1|. Procedure: To a suspension of sodium hydride (60%, 437 mg, 10.9 mmol) in THF (10 mL) at rt, was added a solution of 4-bromo-2,6-dimethylphenol (1.00 g, 4.97 mmol) in THF (10 mL), over 5 min. The reddish suspension was stirred at rt for 10 min, then a solution of bromoacetic acid (691 mg, 4.97 mmol) in 5 mL THF was added. The suspension was stirred at rt for 20 h. The volatile solvent was evaporated in vacuo, then the mixture was diluted with 20 mL H2O. The pH was adjusted to 7 with 1N HCl, then the aqueous... Reactants: CC(C)(C)[O-], Cc1ccccc1, Cn1c(=O)cc(Cl)c2cnn(-c3c(F)cccc3F)c21, Cc1cc(F)ccc1N, [Na+], O=C(C=Cc1ccccc1)C=Cc1ccccc1, O=C(C=Cc1ccccc1)C=Cc1ccccc1, O=C(C=Cc1ccccc1)C=Cc1ccccc1, [Pd], [Pd]. Yields the product Cc1cc(F)ccc1Nc1cc(=O)n(C)c2c1cnn2-c1c(F)cccc1F. RXN SMILES: [CH3:30][C:31]([CH3:32])([O-:33])[CH3:34].[CH3:36][c:37]1[cH:38][cH:39][cH:40][cH:41][cH:42]1.[Cl:1][c:2]1[c:3]2[c:4]([n:5]([CH3:9])[c:6](=[O:8])[cH:7]1)[n:10](-[c:13]1[c:14]([F:20])[cH:15][cH:16][cH:17][c:18]1[F:19])[n:11][cH:12]2.[F:21][c:22]1[cH:23][c:24]([CH3:29])[c:25]([NH2:26])[cH:27][cH:28]1.[Na+:35].[O:45]=[C:46]([CH:47]=[CH:48][c:49]1[cH:50][cH:51][cH:52][cH:53][cH:54]1)[CH:55]=[CH:56][c:57]1[cH:58][cH:59][cH:60][cH:61][cH:62]1.[O:63]=[C:64]([CH:65]=[CH:66][c:67]1[cH:68][cH:69][cH:70][cH:71][cH:72]1)[CH:73]=[CH:74][c:75]1[cH:76][cH:77][cH:78][cH:79][cH:80]1.[O:81]=[C:82]([CH:83]=[CH:84][c:85]1[cH:86][cH:87][cH:88][cH:89][cH:90]1)[CH:91]=[CH:92][c:93]1[cH:94][cH:95][cH:96][cH:97][cH:98]1.[Pd:43].[Pd:44]>>[c:2]1([NH:26][c:25]2[c:24]([CH3:29])[cH:23][c:22]([F:21])[cH:28][cH:27]2)[c:3]2[c:4]([n:5]([CH3:9])[c:6](=[O:8])[cH:7]1)[n:10](-[c:13]1[c:14]([F:20])[cH:15][cH:16][cH:17][c:18]1[F:19])[n:11][cH:12]2.